Dataset: the Open Reaction Database (ORD), a public repository of structured organic reaction records. Task: describe an organic reaction: reactants, conditions, products, and yield Starting materials: Cc1ccc(S(=O)(=O)OC2CCN(C(=O)OC(C)(C)C)C2)cc1, CS(C)=O, CCOC(C)=O, Fc1ccc(Nc2ccc(Cl)c(Cl)c2)cc1, [H-], [Na+]. The product is CC(C)(C)OC(=O)N1CCC(N(c2ccc(F)cc2)c2ccc(Cl)c(Cl)c2)C1. Reaction SMILES: [C:23]([CH3:24])([CH3:25])([CH3:26])[O:27][C:28](=[O:29])[N:30]1[CH2:31][CH:32]([O:35][S:36]([c:37]2[cH:38][cH:39][c:40]([CH3:41])[cH:42][cH:43]2)(=[O:44])=[O:45])[CH2:33][CH2:34]1.[CH3:3][S:4](=[O:5])[CH3:6].[CH3:46][CH2:47][O:48][C:49](=[O:50])[CH3:51].[Cl:7][c:8]1[cH:9][c:10]([NH:15][c:16]2[cH:17][cH:18][c:19]([F:22])[cH:20][cH:21]2)[cH:11][cH:12][c:13]1[Cl:14].[H-:1].[Na+:2]>>[Cl:7][c:8]1[cH:9][c:10]([N:15]([c:16]2[cH:17][cH:18][c:19]([F:22])[cH:20][cH:21]2)[CH:32]2[CH2:31][N:30]([C:28]([O:27][C:23]([CH3:24])([CH3:25])[CH3:26])=[O:29])[CH2:34][CH2:33]2)[cH:11][cH:12][c:13]1[Cl:14]. RXN SMILES: [Br:1][CH2:2][C:3](=[O:4])[c:5]1[cH:6][cH:7][c:8]([NH:11][C:12](=[O:13])[CH:14]2[NH:15][CH:16]([CH2:37][C:38]([CH3:39])([CH3:40])[CH3:41])[C:17]([C:27]#[N:28])([c:29]3[c:30]([F:36])[cH:31][c:32]([Cl:35])[cH:33][cH:34]3)[CH:18]2[c:19]2[c:20]([F:26])[c:21]([Cl:25])[cH:22][cH:23][cH:24]2)[cH:9][cH:10]1.[CH3:42][NH:43][CH3:44].[O:45]1[CH2:46][CH2:47][CH2:48][CH2:49]1>>[CH2:2]([C:3](=[O:4])[c:5]1[cH:6][cH:7][c:8]([NH:11][C:12](=[O:13])[CH:14]2[NH:15][CH:16]([CH2:37][C:38]([CH3:39])([CH3:40])[CH3:41])[C:17]([C:27]#[N:28])([c:29]3[c:30]([F:36])[cH:31][c:32]([Cl:35])[cH:33][cH:34]3)[CH:18]2[c:19]2[c:20]([F:26])[c:21]([Cl:25])[cH:22][cH:23][cH:24]2)[cH:9][cH:10]1)[N:43]([CH3:42])[CH3:44]. The product is CN(C)CC(=O)c1ccc(NC(=O)C2NC(CC(C)(C)C)C(C#N)(c3ccc(Cl)cc3F)C2c2cccc(Cl)c2F)cc1. Reactants: CC(C)(C)CC1NC(C(=O)Nc2ccc(C(=O)CBr)cc2)C(c2cccc(Cl)c2F)C1(C#N)c1ccc(Cl)cc1F, CNC, C1CCOC1. The reactants are [Br-], C1CNCCN1, CCOC(C)=O, ClC(Cl)Cl, [K+], [OH-], [OH-], COc1ccc(S(=O)(=O)N2CCN(CC(O)COc3cccc([N+](=O)[O-])c3)CC2)cc1, [Pd+2]. Product: COc1ccc(S(=O)(=O)N2CCN(CC(O)COc3cccc(N)c3)CC2)cc1. Reaction SMILES: [Br-:36].[CH2:38]1[NH:39][CH2:40][CH2:41][NH:42][CH2:43]1.[CH3:44][CH2:45][O:46][C:47](=[O:48])[CH3:49].[Cl:32][CH:33]([Cl:34])[Cl:35].[K+:37].[OH-:50].[OH-:51].[OH:1][CH:2]([CH2:3][O:4][c:5]1[cH:6][c:7]([N+:11]([O-:12])=[O:13])[cH:8][cH:9][cH:10]1)[CH2:14][N:15]1[CH2:16][CH2:17][N:18]([S:21](=[O:22])(=[O:23])[c:24]2[cH:25][cH:26][c:27]([O:30][CH3:31])[cH:28][cH:29]2)[CH2:19][CH2:20]1.[Pd+2:52]>>[OH:1][CH:2]([CH2:3][O:4][c:5]1[cH:6][c:7]([NH2:11])[cH:8][cH:9][cH:10]1)[CH2:14][N:15]1[CH2:16][CH2:17][N:18]([S:21](=[O:22])(=[O:23])[c:24]2[cH:25][cH:26][c:27]([O:30][CH3:31])[cH:28][cH:29]2)[CH2:19][CH2:20]1.